The task is: describe an organic reaction: reactants, conditions, products, and yield. This data is from the Open Reaction Database (ORD), a public repository of structured organic reaction records. Starting materials: FC1=CC=C(C=C1)C1=NN2C(NNCC2)=C1C1=CC=NC=C1 (7-(4-fluorophenyl)-8-(pyridin-4-yl)-1,2,3,4-tetrahydropyrazolo[5,1-c][1,2,4]triazine), N1=CC=CC=C1 (pyridine), C1(=CC=CC=C1)CC(=O)Cl (phenylacetyl chloride). Run in O (water), N-methyl-1-pyrrolidone. Conditions: temperature 4 celsius, time 1 hour. Yields the product Cl.FC1=CC=C(C=C1)C1=NN2C(N(NCC2)C(CC2=CC=CC=C2)=O)=C1C1=CC=NC=C1 (7-(4-fluorophenyl)-2-phenylacetyl-8-(pyridin-4-yl)-1,2,3,4-tetrahydropyrazolo[5,1-c][1,2,4]triazine hydrochloride). Yield: 72.3%. Reaction SMILES: [F:1][C:2]1[CH:7]=[CH:6][C:5]([C:8]2[C:16]([C:17]3[CH:22]=[CH:21][N:20]=[CH:19][CH:18]=3)=[C:11]3[NH:12][NH:13][CH2:14][CH2:15][N:10]3[N:9]=2)=[CH:4][CH:3]=1.N1C=CC=CC=1.[C:29]1([CH2:35][C:36]([Cl:38])=[O:37])[CH:34]=[CH:33][CH:32]=[CH:31][CH:30]=1>O>[ClH:38].[F:1][C:2]1[CH:7]=[CH:6][C:5]([C:8]2[C:16]([C:17]3[CH:22]=[CH:21][N:20]=[CH:19][CH:18]=3)=[C:11]3[N:12]([C:36](=[O:37])[CH2:35][C:29]4[CH:34]=[CH:33][CH:32]=[CH:31][CH:30]=4)[NH:13][CH2:14][CH2:15][N:10]3[N:9]=2)=[CH:4][CH:3]=1 |f:4.5|. Reported procedure: To a mixture of 7-(4-fluorophenyl)-8-(pyridin-4-yl)-1,2,3,4-tetrahydropyrazolo[5,1-c][1,2,4]triazine (118 mg) and pyridine (64 mg) in N-methyl-1-pyrrolidone (2 ml) was added phenylacetyl chloride (65 mg) under nitrogen atmosphere with ice cooling. After stirring for 1 hour at 4° C., the reaction mixture was poured into cold water. The separated oil was extracted with ethyl acetate and the extract was washed with brine, dried and concentrated in vacuo. The residue was purified by column chromatog... The reactants are acid chloride, C(C)(CC)C(C(=O)O)(C(CC)C)C (2-sec-butyl-2,3-dimethylpentanoic acid), S(=O)(Cl)Cl (thionyl chloride), C(C)(C)N (isopropylamine). Solvent: CCOCC (ether), CCOCC (ether). The product is C(C)(CC)C(C(=O)Cl)(C(CC)C)C (2-sec-butyl-2,3-dimethylpentanoyl chloride), C(C)(C)NC(C(C(CC)C)(C)C(C)CC)=O (N-isopropyl-2-sec-butyl-2,3-dimethylpentanamide). As a reaction SMILES: [CH:1]([C:5]([CH3:13])([CH:9]([CH3:12])[CH2:10][CH3:11])[C:6]([OH:8])=[O:7])([CH2:3][CH3:4])[CH3:2].S(Cl)([Cl:16])=O.[CH:18]([NH2:21])([CH3:20])[CH3:19]>CCOCC>[CH:1]([C:5]([CH3:13])([CH:9]([CH3:12])[CH2:10][CH3:11])[C:6]([Cl:16])=[O:7])([CH2:3][CH3:4])[CH3:2].[CH:18]([NH:21][C:6](=[O:8])[C:5]([CH:1]([CH2:3][CH3:4])[CH3:2])([CH3:13])[CH:9]([CH3:12])[CH2:10][CH3:11])([CH3:20])[CH3:19]. Reported procedure: 2-sec-butyl-2,3-dimethylpentanoyl chloride (bp. 108°-110°/17 mm) was prepared in the usual way from 2-sec-butyl-2,3-dimethylpentanoic acid and thionyl chloride. A solution of this acid chloride (2.0g) in ether (30 ml) was added with stirring to a solution of isopropylamine (2.0g) in ether (100 ml). After 16 hours the ethereal solution was washed with dilute hydrochloric acid and water, dried (MgSO4), and concentrated to give a white solid. This solid was recrystallised from petroleum ether (bp. ...